From a dataset of the Open Reaction Database (ORD), a public repository of structured organic reaction records. describe an organic reaction: reactants, conditions, products, and yield Reported procedure: The 4-hydroxy-3-(morpholine-4-sulfonyl)-benzoic acid (4.0 g, 14 mmol) was dissolved in methanol and cooled to 0° C. Thionyl chloride (5 mL) was added slowly to the stirring solution. The solution was allowed to stir 15 h under nitrogen at room temperature. Water (10 mL) was added slowly to neutralize the thionyl chloride, and the solvent was removed under reduced vacuum. The concentrated oil was partitioned between ethyl acetate and water, and the ethyl acetate phase was washed with saturated so... As a reaction SMILES: [OH:1][C:2]1[CH:10]=[CH:9][C:5]([C:6]([OH:8])=[O:7])=[CH:4][C:3]=1[S:11]([N:14]1[CH2:19][CH2:18][O:17][CH2:16][CH2:15]1)(=[O:13])=[O:12].S(Cl)(Cl)=O.O.[CH3:25]O>>[OH:1][C:2]1[CH:10]=[CH:9][C:5]([C:6]([O:8][CH3:25])=[O:7])=[CH:4][C:3]=1[S:11]([N:14]1[CH2:19][CH2:18][O:17][CH2:16][CH2:15]1)(=[O:13])=[O:12]. Run at temperature 0 celsius, time 15 hour. Yield: 86.0%. The product is OC1=C(C=C(C(=O)OC)C=C1)S(=O)(=O)N1CCOCC1 (4-Hydroxy-3-(morpholine-4-sulfonyl)-benzoic Acid, Methyl Ester). The reactants are S(=O)(Cl)Cl (thionyl chloride), OC1=C(C=C(C(=O)O)C=C1)S(=O)(=O)N1CCOCC1 (4-hydroxy-3-(morpholine-4-sulfonyl)-benzoic acid), CO (methanol), O (Water), S(=O)(Cl)Cl (Thionyl chloride).